This data is from the Open Reaction Database (ORD), a public repository of structured organic reaction records. The task is: describe an organic reaction: reactants, conditions, products, and yield Reactants: CN(C)CCCN, ClCCl, O=C(O)CCCc1ccc(N(CCCl)CCCl)cc1, O=S(Cl)Cl. Yields the product CN(C)CCCNC(=O)CCCc1ccc(N(CCCl)CCCl)cc1. As a reaction SMILES: [CH3:24][N:25]([CH2:26][CH2:27][CH2:28][NH2:29])[CH3:30].[Cl:31][CH2:32][Cl:33].[OH:5][C:6](=[O:7])[CH2:8][CH2:9][CH2:10][c:11]1[cH:12][cH:13][c:14]([N:17]([CH2:18][CH2:19][Cl:20])[CH2:21][CH2:22][Cl:23])[cH:15][cH:16]1.[S:1]([Cl:2])([Cl:3])=[O:4]>>[C:6](=[O:7])([CH2:8][CH2:9][CH2:10][c:11]1[cH:12][cH:13][c:14]([N:17]([CH2:18][CH2:19][Cl:20])[CH2:21][CH2:22][Cl:23])[cH:15][cH:16]1)[NH:29][CH2:28][CH2:27][CH2:26][N:25]([CH3:24])[CH3:30]. Reactants: CC=1N=CN(C1)[C@H](CO)C ((S)-2-(4-methyl-1H-imidazol-1-yl)propan-1-ol), CC(C)(C)[Si](C)(C)Cl (TBSCl). Solvent: TEA, C(Cl)Cl (DCM). Conditions: time 8 hour. The product is [Si](C)(C)(C(C)(C)C)OC[C@H](C)N1C=NC(=C1)C ((S)-1-(1-((tert-Butyldimethylsilyl)oxy)propan-2-yl)-4-methyl-1H-imidazole). Isolated yield 2.6%. Reaction SMILES: [CH3:1][C:2]([Si:5](Cl)([CH3:7])[CH3:6])([CH3:4])[CH3:3].[CH3:9][C:10]1[N:11]=[CH:12][N:13]([C@@H:15]([CH3:18])[CH2:16][OH:17])[CH:14]=1>C(Cl)Cl>[Si:5]([O:17][CH2:16][C@@H:15]([N:13]1[CH:14]=[C:10]([CH3:9])[N:11]=[CH:12]1)[CH3:18])([C:2]([CH3:4])([CH3:3])[CH3:1])([CH3:7])[CH3:6]. Procedure: In a 500-mL round-bottom flask, (S)-2-(4-methyl-1H-imidazol-1-yl)propan-1-ol (12.0 g) and TEA (12 mL) were dissolved in DCM at room temperature. To this solution, TBSCl (21.3 g, 0.141 mol) was added, and the resulting mixture was stirred at room temperature overnight. The mixture was washed with H2O, the organic phase was separated, and the aqueous was extracted with DCM. The combined organic layers were washed with brine (50 mL), dried over Na2SO4, filtered, and concentrated in vacuo. The resid...